From a dataset of the Open Reaction Database (ORD), a public repository of structured organic reaction records. describe an organic reaction: reactants, conditions, products, and yield The reactants are C1CCOC1, COC(=O)C=CC=CCSc1ccc(N(C)C)cc1, CO, [K+], NO, [OH-]. The product is CN(C)c1ccc(SCC=CC=CC(=O)NO)cc1. As a reaction SMILES: [CH2:26]1[O:27][CH2:28][CH2:29][CH2:30]1.[CH3:1][O:2][C:3]([CH:4]=[CH:5][CH:6]=[CH:7][CH2:8][S:9][c:10]1[cH:11][cH:12][c:13]([N:16]([CH3:17])[CH3:18])[cH:14][cH:15]1)=[O:19].[CH3:24][OH:25].[K+:23].[NH2:20][OH:21].[OH-:22]>>[O:2]=[C:3]([CH:4]=[CH:5][CH:6]=[CH:7][CH2:8][S:9][c:10]1[cH:11][cH:12][c:13]([N:16]([CH3:17])[CH3:18])[cH:14][cH:15]1)[NH:20][OH:21]. The reactants are FC=1C(=C2C(C(=CN3C2=C(C1F)OC[C@@H]3C)C(=O)N)=O)[N+](=O)[O-] ((S)-9,10-difluoro-3-methyl-8-nitro-7-oxo-3,7-dihydro-2H-(1,4)oxazino(2,3,4-ij)quinoline-6-carboxamide), S(=O)([O-])S(=O)[O-].[Na+].[Na+] (sodium hydrosulfite), O (water). Solvent: O.CO (water methanol). Reaction conditions: time 20 minute. Product: NC1=C2C(C(=CN3C2=C(C(=C1F)F)OC[C@@H]3C)C(=O)N)=O ((S)-8-amino-9,10-difluoro-3-methyl-7-oxo-3,7-dihydro-2H-(1,4)oxazino(2,3,4-ij)quinoline-6-carboxamide). Isolated yield 80.0%. As a reaction SMILES: [F:1][C:2]1[C:3]([N+:21]([O-])=O)=[C:4]2[C:9]3=[C:10]([O:13][CH2:14][C@H:15]([CH3:16])[N:8]3[CH:7]=[C:6]([C:17]([NH2:19])=[O:18])[C:5]2=[O:20])[C:11]=1[F:12].S(S([O-])=O)([O-])=O.[Na+].[Na+].O>O.CO>[NH2:21][C:3]1[C:2]([F:1])=[C:11]([F:12])[C:10]2[O:13][CH2:14][C@H:15]([CH3:16])[N:8]3[C:9]=2[C:4]=1[C:5](=[O:20])[C:6]([C:17]([NH2:19])=[O:18])=[CH:7]3 |f:1.2.3,5.6|. Reported procedure: To a suspension of 3 (1 g, 3.07 mmol) in a mixture of water/methanol (1:1 v/v, 30 mL) was added sodium hydrosulfite (Na2S2O4, 4.3 g, 24.6 mmol). The suspension was refluxed for 5 h until all starting material has disappeared. Upon completion, the reaction mixture was cooled to room temperature and 50 mL of water were added. After 20 minutes, a light yellow solid was collected by filtration and washed with water. The solid was dried under vacuo to give 4 (725 mg, 74% yield), which was used in the... RXN SMILES: [CH3:24][c:25]1[c:26]([CH3:27])[cH:28][cH:29][cH:30][cH:31]1.[Cl:13].[Cl:14][CH2:15][c:16]1[c:17]([CH2:22][Cl:23])[cH:18][cH:19][cH:20][cH:21]1.[N:1]#[C:2][C:3]([N:4]=[N:5][C:6]([C:7]#[N:8])([CH3:9])[CH3:10])([CH3:11])[CH3:12]>>[Cl:14][CH2:15][c:16]1[c:17]([CH3:22])[cH:18][cH:19][cH:20][cH:21]1. Starting materials: Cc1ccccc1C, Cl, ClCc1ccccc1CCl, CC(C)(C#N)N=NC(C)(C)C#N. Yields the product Cc1ccccc1CCl. The reactants are C=CCN, CN(C)C=O, O=C1OC(=O)c2ccccc21. The product is C=CCN1C(=O)c2ccccc2C1=O. Reaction SMILES: [CH2:12]([CH:13]=[CH2:14])[NH2:15].[O:16]=[CH:17][N:18]([CH3:19])[CH3:20].[O:1]=[C:2]1[O:3][C:4](=[O:5])[c:6]2[cH:7][cH:8][cH:9][cH:10][c:11]21>>[C:2]1(=[O:3])[c:11]2[c:6]([cH:7][cH:8][cH:9][cH:10]2)[C:4](=[O:5])[N:15]1[CH2:12][CH:13]=[CH2:14]. As a reaction SMILES: [CH:1]([C:3]1[CH:20]=[CH:19][C:6]2/[C:7](=[CH:16]/[C:17]#[N:18])/[C:8]3[CH:15]=[CH:14][CH:13]=[CH:12][C:9]=3[CH2:10][CH2:11][C:5]=2[CH:4]=1)=[O:2].[CH2:21]([Mg]Br)[CH2:22][CH3:23]>>[OH:2][CH:1]([C:3]1[CH:20]=[CH:19][C:6]2/[C:7](=[CH:16]/[C:17]#[N:18])/[C:8]3[CH:15]=[CH:14][CH:13]=[CH:12][C:9]=3[CH2:10][CH2:11][C:5]=2[CH:4]=1)[CH2:21][CH2:22][CH3:23]. Yields the product OC(CCC)C1=CC2=C(\C(\C3=C(CC2)C=CC=C3)=C\C#N)C=C1 ((E)-[2-(1-hydroxybutyl)-10,11-dihydro-5H-dibenzo[a,d]cyclohepten-5-ylidene]acetonitrile). Procedure: [step 1] Using (E)-(2-formyl-10,11-dihydro-5H-dibenzo[a,d]cyclohepten-5-ylidene)acetonitrile (245 mg, 0.95 mmol) obtained in Example 83, step 1, and propylmagnesium bromide (2.0 mol/L THF solution; 0.71 mL, 1.42 mmol) instead of methylmagnesium chloride, and in the same manner as in Example 83, step 2, (E)-[2-(1-hydroxybutyl)-10,11-dihydro-5H-dibenzo[a,d]cyclohepten-5-ylidene]acetonitrile (184 mg, 64%) was obtained. Starting materials: C(=O)C1=CC2=C(\C(\C3=C(CC2)C=CC=C3)=C\C#N)C=C1 ((E)-(2-formyl-10,11-dihydro-5H-dibenzo[a,d]cyclohepten-5-ylidene)acetonitrile), C(CC)[Mg]Br (propylmagnesium bromide). Yield: 63.8%.